This data is from the Open Reaction Database (ORD), a public repository of structured organic reaction records. The task is: describe an organic reaction: reactants, conditions, products, and yield Starting materials: C[C@H]1[C@H]2[C@H](C[C@H]3[C@@H]4CC[C@H]5C[C@H](CC[C@]5(C)[C@H]4C(C([C@]23C)O)=O)O)O[C@]12CC[C@@H](C)CO2 ((3β,5α,25R)spirostan-3,12-diol-11-one), [Li] (lithium), N (ammonia). The product is C[C@H]1[C@H]2[C@H](C[C@H]3[C@@H]4CC[C@H]5C[C@H](CC[C@]5(C)[C@H]4[C@@H]([C@H]([C@]23C)O)O)O)O[C@]12CC[C@@H](C)CO2 ((3β,5α,11α,12β,25R)spirostan-3,11,12-triol). As a reaction SMILES: [CH3:1][C@@H:2]1[C@:26]2([O:32][CH2:31][C@H:29]([CH3:30])[CH2:28][CH2:27]2)[O:25][C@H:4]2[CH2:5][C@@H:6]3[C@@:20]([CH3:21])([C@@H:3]12)[CH:19]([OH:22])[C:18](=[O:23])[C@H:17]1[C@H:7]3[CH2:8][CH2:9][C@@H:10]2[C@:15]1([CH3:16])[CH2:14][CH2:13][C@H:12]([OH:24])[CH2:11]2.[Li].N>>[CH3:1][C@@H:2]1[C@:26]2([O:32][CH2:31][C@H:29]([CH3:30])[CH2:28][CH2:27]2)[O:25][C@H:4]2[CH2:5][C@@H:6]3[C@@:20]([CH3:21])([C@@H:3]12)[C@H:19]([OH:22])[C@@H:18]([OH:23])[C@H:17]1[C@H:7]3[CH2:8][CH2:9][C@@H:10]2[C@:15]1([CH3:16])[CH2:14][CH2:13][C@H:12]([OH:24])[CH2:11]2 |^1:32|. Reported procedure: (3β,5α,25R)spirostan-3,12-diol-11-one was converted into the title compound via reduction with lithium and ammonia according to the procedure described in J. Am. Chem. Soc., 1953, 75, 1282. Starting materials: CN1CCN(CC1)CC(CC1=CC=C(C=C1)C(C)(C)C)C (1-methyl-4-[3-(4-tert.-butylphenyl)-2-methylpropyl]-piperazine), C(C1=CC=CC=C1)Br (benzyl bromide). The solvent is C(C)(=O)OCC (ethyl acetate). Product: [Br-].C[N+]1(CCN(CC1)CC(CC1=CC=C(C=C1)C(C)(C)C)C)CC1=CC=CC=C1 (1-methyl-1-benzyl-4-[3-(4-tert.-butylphenyl)-2-methylpropyl]-piperazinium bromide). Isolated yield 80.2%. Reaction SMILES: [CH3:1][N:2]1[CH2:7][CH2:6][N:5]([CH2:8][CH:9]([CH3:21])[CH2:10][C:11]2[CH:16]=[CH:15][C:14]([C:17]([CH3:20])([CH3:19])[CH3:18])=[CH:13][CH:12]=2)[CH2:4][CH2:3]1.[CH2:22]([Br:29])[C:23]1[CH:28]=[CH:27][CH:26]=[CH:25][CH:24]=1>C(OCC)(=O)C>[Br-:29].[CH3:1][N+:2]1([CH2:22][C:23]2[CH:28]=[CH:27][CH:26]=[CH:25][CH:24]=2)[CH2:7][CH2:6][N:5]([CH2:8][CH:9]([CH3:21])[CH2:10][C:11]2[CH:12]=[CH:13][C:14]([C:17]([CH3:20])([CH3:19])[CH3:18])=[CH:15][CH:16]=2)[CH2:4][CH2:3]1 |f:3.4|. Procedure: A solution of 14.4 g of 1-methyl-4-[3-(4-tert.-butylphenyl)-2-methylpropyl]-piperazine and 10.3 g of benzyl bromide in 200 ml of ethyl acetate was refluxed for 6 hours, after which the mixture was evaporated down to 80 ml and then cooled to +5° C. The precipitated product was filtered off under suction, washed with ether and dried. 18.4 g of 1-methyl-1-benzyl-4-[3-(4-tert.-butylphenyl)-2-methylpropyl]-piperazinium bromide were obtained in the form of colorless crystals of melting point 216° C. (... Starting materials: [OH-].[Na+] (Sodium hydroxide), C(Cl)(Cl)Cl (Chloroform), C(C)(C)(C)C1=C(C=CC(=C1)C(C)(C)CC(C)(C)C)O (2-t-butyl-4-t-octylphenol), Cl (hydrochloric acid), C1(=CC=CC=C1)O (phenol). Solvent: O (water), O (water), C(C)O (ethanol). Run at time 1 hour. Yields the product C(C)(C)(C)C1=C(C(C=O)=CC(=C1)C(C)(C)CC(C)(C)C)O (3-t-butyl-5-t-octylsalicylaldehyde). The yield is 26.0%. RXN SMILES: [C:1]([C:5]1[CH:10]=[C:9]([C:11]([CH2:14][C:15]([CH3:18])([CH3:17])[CH3:16])([CH3:13])[CH3:12])[CH:8]=[CH:7][C:6]=1[OH:19])([CH3:4])([CH3:3])[CH3:2].[OH-].[Na+].[C:22]1([OH:28])C=CC=CC=1.C(Cl)(Cl)Cl.Cl>C(O)C.O>[C:1]([C:5]1[CH:10]=[C:9]([C:11]([CH2:14][C:15]([CH3:18])([CH3:17])[CH3:16])([CH3:13])[CH3:12])[CH:8]=[C:7]([CH:22]=[O:28])[C:6]=1[OH:19])([CH3:4])([CH3:3])[CH3:2] |f:1.2|. Procedure details: 2-t-butyl-4-t-octylphenol (140 g, 0.53 mole) was dissolved in 420 ml of absolute ethanol in a 3 L round bottom flask equipped with a water-cooled condenser. Sodium hydroxide (213 g, 5.3 moles) was dissolved in 200 ml water and added while still hot to the solution of phenol. Chloroform (127 g, 1.06 mole) was added in 2 to 3 ml portions over a 1 hour period. The resulting yellow-brown mixture was stirred for 1 hour while it cooled to ambient temperature. The mixture was diluted into 500 ml of 5M ... Yield: 232.7%. Reported procedure: The same method as specified in Reference Example 1 was used, except that 236.8 g of 0-isopropyl phenol and 23.7 g of methanol were used instead of 209.4 g of phenol and 18.9 g of methanol, and that a solution made of 39.0 g of 4,4′-bicyclohexanon and 39.0 g of 0-isopropyl phenol dissolved in 15.8 g of methanol was used instead of a solution made of 24.2 g of 4,4′-bicyclohexanon and 24.2 g of phenol dissolved in 24.2 g of methanol, to achieve reaction, neutralization, crystallization and filteri... Solvent: CO (methanol), CO (methanol), CO (methanol), CO (methanol). The product is C(C)(C)C=1C=C(C=CC1O)C1(CC=C(CC1)C1=CCC(CC1)(C1=CC(=C(C=C1)O)C(C)C)C1=CC(=C(C=C1)O)C(C)C)C1=CC(=C(C=C1)O)C(C)C (4,4,4′4′-tetra(3-isopropyl-4-hydroxyphenyl)bicyclohexene). Starting materials: C(C)(C)C1=C(C=CC=C1)O (0-isopropyl phenol), C1(CCC(CC1)C1CCCCC1)=O (4,4′-bicyclohexanon), C(C)(C)C1=C(C=CC=C1)O (0-isopropyl phenol), C1(=CC=CC=C1)O (phenol), C1(CCC(CC1)C1CCCCC1)=O (4,4′-bicyclohexanon), C1(=CC=CC=C1)O (phenol). As a reaction SMILES: [CH:1]([C:4]1[CH:9]=[CH:8][CH:7]=[CH:6][C:5]=1[OH:10])([CH3:3])[CH3:2].[C:11]1([OH:17])[CH:16]=[CH:15][CH:14]=[CH:13][CH:12]=1.[C:18]1(=[O:30])[CH2:23][CH2:22][CH:21]([CH:24]2[CH2:29][CH2:28][CH2:27][CH2:26][CH2:25]2)[CH2:20][CH2:19]1>CO>[CH:1]([C:4]1[CH:9]=[C:8]([C:24]2([C:21]3[CH:22]=[CH:23][C:18]([OH:30])=[C:19]([CH:7]([CH3:8])[CH3:6])[CH:20]=3)[CH2:29][CH2:28][C:27]([C:27]3[CH2:28][CH2:29][C:24]([C:21]4[CH:22]=[CH:23][C:18]([OH:30])=[C:19]([CH:4]([CH3:9])[CH3:5])[CH:20]=4)([C:14]4[CH:15]=[CH:16][C:11]([OH:17])=[C:12]([CH:1]([CH3:3])[CH3:2])[CH:13]=4)[CH2:25][CH:26]=3)=[CH:26][CH2:25]2)[CH:7]=[CH:6][C:5]=1[OH:10])([CH3:3])[CH3:2]. The reactants are BrCCCOc1cccc(-c2noc3ccsc23)c1, O=C([O-])[O-], NC12CC3CC(CC(C3)C1)C2, CC#N, [K+], [K+]. Yields the product c1cc(OCCCNC23CC4CC(CC(C4)C2)C3)cc(-c2noc3ccsc23)c1. Reaction SMILES: [Br:1][CH2:2][CH2:3][CH2:4][O:5][c:6]1[cH:7][c:8](-[c:12]2[n:13][o:14][c:15]3[c:16]2[s:17][cH:18][cH:19]3)[cH:9][cH:10][cH:11]1.[C:20](=[O:21])([O-:22])[O-:23].[C:26]12([NH2:36])[CH2:27][CH:28]3[CH2:29][CH:30]([CH2:31][CH:32]([CH2:33]1)[CH2:34]3)[CH2:35]2.[CH3:37][C:38]#[N:39].[K+:24].[K+:25]>>[CH2:2]([CH2:3][CH2:4][O:5][c:6]1[cH:7][c:8](-[c:12]2[n:13][o:14][c:15]3[c:16]2[s:17][cH:18][cH:19]3)[cH:9][cH:10][cH:11]1)[NH:36][C:26]12[CH2:27][CH:28]3[CH2:29][CH:30]([CH2:31][CH:32]([CH2:33]1)[CH2:34]3)[CH2:35]2. Product: N1CCC2=CC(=CC=C12)CC(C(=O)OC)CCC(=O)OC (Dimethyl 2-(2,3-Dihydro-1H-indol-5-ylmethyl)-pentanedioate). Run in Cl (hydrochloric acid). Yield: 84.6%. RXN SMILES: C([N:8]1[C:16]2[C:11](=[CH:12][C:13]([CH:17](CC(OC)=O)[CH:18]([C:23]([O:25][CH3:26])=[O:24])[C:19](OC)=O)=[CH:14][CH:15]=2)[CH2:10][CH2:9]1)(OC(C)(C)C)=O>Cl>[NH:8]1[C:16]2[C:11](=[CH:12][C:13]([CH2:17][CH:18]([CH2:19][CH2:18][C:23]([O:25][CH3:26])=[O:24])[C:23]([O:25][CH3:26])=[O:24])=[CH:14][CH:15]=2)[CH2:10][CH2:9]1. Reported procedure: A mixture of dimethyl 3-(1-boc-2,3-dihydro-1H-indol-5-yl)-2-methoxycarbonyl-pentanedioate [530 mg, Reference Example 10(a)] and concentrated hydrochloric acid (20 ml) was stirred at reflux overnight then evaporated. The residual clear foam (370 mg) was treated with methanol (20 ml), then with concentrated sulphuric acid (10 drops). The resulting solution was stirred at reflux for 2 hours then evaporated. The residue was partitioned between ethyl acetate and aqueous sodium bicarbonate solution. T... The reactants are C(=O)(OC(C)(C)C)N1CCC2=CC(=CC=C12)C(C(C(=O)OC)C(=O)OC)CC(=O)OC (dimethyl 3-(1-boc-2,3-dihydro-1H-indol-5-yl)-2-methoxycarbonyl-pentanedioate). Procedure details: A mixture of 3-(3-tert-butyldiphenylsilyloxymethyl-2,4-dimethylphenyl)-2-cyanothiophene (471 mg) and 1M borane-tetrahydrofuran complex (3 ml) was stirred for 30 minutes at 0° C. under nitrogen atmosphere and allowed to stand at ambient temperature overnight. To the mixture was added 4N hydrochloric acid (1.5 ml) under ice-cooling, and the mixture was stirred for 1 hour. The mixture was partitioned between ethyl acetate and water, and the separated organic layer was washed with water and brine, d... The reactants are [Si](C1=CC=CC=C1)(C1=CC=CC=C1)(C(C)(C)C)OCC=1C(=C(C=CC1C)C1=C(SC=C1)C#N)C (3-(3-tert-butyldiphenylsilyloxymethyl-2,4-dimethylphenyl)-2-cyanothiophene), Cl (hydrochloric acid). The yield is 87.4%. Conditions: temperature 0 celsius, time 30 minute. Product: NCC=1SC=CC1C1=C(C(=C(C=C1)C)CO[Si](C1=CC=CC=C1)(C1=CC=CC=C1)C(C)(C)C)C (2-aminomethyl-3-(3-tert-butyldiphenylsilyloxymethyl-2,4-dimethylphenyl)thiophene). As a reaction SMILES: [Si:1]([O:18][CH2:19][C:20]1[C:21]([CH3:34])=[C:22]([C:27]2[CH:31]=[CH:30][S:29][C:28]=2[C:32]#[N:33])[CH:23]=[CH:24][C:25]=1[CH3:26])([C:14]([CH3:17])([CH3:16])[CH3:15])([C:8]1[CH:13]=[CH:12][CH:11]=[CH:10][CH:9]=1)[C:2]1[CH:7]=[CH:6][CH:5]=[CH:4][CH:3]=1.Cl>>[NH2:33][CH2:32][C:28]1[S:29][CH:30]=[CH:31][C:27]=1[C:22]1[CH:23]=[CH:24][C:25]([CH3:26])=[C:20]([CH2:19][O:18][Si:1]([C:14]([CH3:16])([CH3:15])[CH3:17])([C:8]2[CH:9]=[CH:10][CH:11]=[CH:12][CH:13]=2)[C:2]2[CH:7]=[CH:6][CH:5]=[CH:4][CH:3]=2)[C:21]=1[CH3:34].